From a dataset of the Open Reaction Database (ORD), a public repository of structured organic reaction records. describe an organic reaction: reactants, conditions, products, and yield Starting materials: CCc1nc(-c2cccc(C)c2)c(-c2ccnc(NC(=O)OC(C)(C)C)c2)s1, Cc1cccc(C(=O)Cc2ccnc(NC(=O)OC(C)(C)C)c2)c1, O=C([O-])O, [Na+]. Yields the product CCc1nc(-c2cccc(C)c2)c(-c2ccnc(N)c2)s1. As a reaction SMILES: [C:1]([O:2][C:3](=[O:4])[NH:8][c:9]1[n:10][cH:11][cH:12][c:13](-[c:15]2[c:16](-[c:22]3[cH:23][c:24]([CH3:28])[cH:25][cH:26][cH:27]3)[n:17][c:18]([CH2:20][CH3:21])[s:19]2)[cH:14]1)([CH3:5])([CH3:6])[CH3:7].[C:29]([O:30][C:31]([NH:32][c:33]1[cH:34][c:35]([CH2:36][C:37]([c:38]2[cH:39][cH:40][cH:41][c:42]([CH3:43])[cH:44]2)=[O:45])[cH:46][cH:47][n:48]1)=[O:49])([CH3:50])([CH3:51])[CH3:52].[C:53](=[O:54])([O-:55])[OH:56].[Na+:57]>>[NH2:8][c:9]1[n:10][cH:11][cH:12][c:13](-[c:15]2[c:16](-[c:22]3[cH:23][c:24]([CH3:28])[cH:25][cH:26][cH:27]3)[n:17][c:18]([CH2:20][CH3:21])[s:19]2)[cH:14]1.